This data is from the Open Reaction Database (ORD), a public repository of structured organic reaction records. The task is: describe an organic reaction: reactants, conditions, products, and yield Reactants: N[C@H](CC1=CNC2=CC=CC=C12)C(=O)O (D-tryptophan), C(C(=O)C)(=O)[O-] (pyruvate), N[C@@H](CC1=CNC2=CC=CC=C12)C(=O)O (tryptophan), N[C@@H](CC1=CNC2=CC=CC=C12)C(=O)O (L-tryptophan), N[C@H](CC1=CNC2=CC=CC=C12)C(=O)O (D-tryptophan). Yields the product N1C=C(C2=CC=CC=C12)CC(C(=O)[O-])=O (indole-3-pyruvate), N[C@H](C)C(=O)O (D-alanine). Reaction SMILES: N[C@H:2]([C:13]([OH:15])=[O:14])[CH2:3][C:4]1[C:12]2[C:7](=[CH:8][CH:9]=[CH:10][CH:11]=2)[NH:6][CH:5]=1.[NH2:16][C@@H:17]([C:28]([OH:30])=[O:29])[CH2:18]C1C2C(=CC=CC=2)NC=1.C([O-])(=O)C(C)=O>>[NH:6]1[C:7]2[C:12](=[CH:11][CH:10]=[CH:9][CH:8]=2)[C:4]([CH2:3][C:2](=[O:29])[C:13]([O-:15])=[O:14])=[CH:5]1.[NH2:16][C@@H:17]([C:28]([OH:30])=[O:29])[CH3:18]. Reported procedure: In a specific embodiment, L-tryptophan is converted to D-tryptophan using a tryptophan racemase. D-tryptophan then reacts with pyruvate via a broad specificity D-aminotransferase to produce indole-3-pyruvate and D-alanine. Indole-3-pyruvate then reacts with an R-specific aldolase and pyruvate to form R-α-keto acid monatin (R-MP). R-MP then reacts with a broad specificity D-aminotransferase and D-alanine to produce R,R monatin and pyruvate. Starting materials: C(C)(C)N1C(C2(CC(C1=O)C2)C2=CC=C(C=C2)[N+](=O)[O-])=O (3-isopropyl-1-(4-nitrophenyl)-3-azabicyclo[-3.1.1]-heptane-2,4-dione), C(C)(=O)OCC.CCCCCC (ethyl acetate hexane). Reagents/catalysts: [Pd] (palladium-on-carbon). The solvent is C(C)(=O)OCC (ethyl acetate). Product: NC1=CC=C(C=C1)C12C(N(C(C(C1)C2)=O)C(C)C)=O (1-(4-aminophenyl)-3-isopropyl-3-azabicyclo[3.1.1]-heptane-2,4-dione). As a reaction SMILES: [CH:1]([N:4]1[C:9](=[O:10])[CH:8]2[CH2:11][C:6]([C:12]3[CH:17]=[CH:16][C:15]([N+:18]([O-])=O)=[CH:14][CH:13]=3)([CH2:7]2)[C:5]1=[O:21])([CH3:3])[CH3:2].C(OCC)(=O)C.CCCCCC>C(OCC)(=O)C.[Pd]>[NH2:18][C:15]1[CH:14]=[CH:13][C:12]([C:6]23[CH2:7][CH:8]([CH2:11]2)[C:9](=[O:10])[N:4]([CH:1]([CH3:2])[CH3:3])[C:5]3=[O:21])=[CH:17][CH:16]=1 |f:1.2|. Procedure details: In a manner analogous to that described in Example 1a, 2.3 g of 3-isopropyl-1-(4-nitrophenyl)-3-azabicyclo[-3.1.1]-heptane-2,4-dione are dissolved in 50 ml of ethyl acetate, hydrogenated in the presence of 0.25 g of 5% palladium-on-carbon and worked up. Melting point 191°-201° (from ethyl acetate/hexane). Reactants: ClCCl, O=C(O)C(F)(F)F, CC(C)(C)OC(=O)N(C(=O)C1CCC(N)CC1)C(CCCc1ccccc1)CCCc1ccccc1. RXN SMILES: [CH2:44]([Cl:45])[Cl:46].[OH:37][C:38]([C:39]([F:40])([F:41])[F:42])=[O:43].[c:1]1([CH2:7][CH2:8][CH2:9][CH:10]([CH2:11][CH2:12][CH2:13][c:14]2[cH:15][cH:16][cH:17][cH:18][cH:19]2)[N:20]([C:21](=[O:22])[CH:23]2[CH2:24][CH2:25][CH:26]([NH2:29])[CH2:27][CH2:28]2)[C:30]([O:31][C:32]([CH3:33])([CH3:34])[CH3:35])=[O:36])[cH:2][cH:3][cH:4][cH:5][cH:6]1>>[c:1]1([CH2:7][CH2:8][CH2:9][CH:10]([CH2:11][CH2:12][CH2:13][c:14]2[cH:15][cH:16][cH:17][cH:18][cH:19]2)[NH:20][C:21](=[O:22])[CH:23]2[CH2:24][CH2:25][CH:26]([NH2:29])[CH2:27][CH2:28]2)[cH:2][cH:3][cH:4][cH:5][cH:6]1. The product is NC1CCC(C(=O)NC(CCCc2ccccc2)CCCc2ccccc2)CC1. The reactants are C(C)(C)(C)OC(N(C)C)OC(C)(C)C (N,N-dimethylformamide-di-tert-butyl acetal), N1=C(C=CC=C1)C1=NC=2C(=NC=CC2)N1CC(=O)O (2-(2-pyridyl)-3H-imidazo[4,5-b]pyridine-3-acetic acid). Solvent: C1=CC=CC=C1 (benzene). Yields the product CC(C)(C)OC(CN1C(=NC=2C1=NC=CC2)C2=NC=CC=C2)=O (2-(2-Pyridinyl)-3H-imidazo[4,5-b]pyridine-3-acetic acid 1,1-dimethylethyl ester). Isolated yield 45.1%. As a reaction SMILES: C([O:5][CH:6]([O:10][C:11]([CH3:14])([CH3:13])[CH3:12])N(C)C)(C)(C)C.[N:15]1[CH:20]=[CH:19][CH:18]=[CH:17][C:16]=1[C:21]1[N:29]([CH2:30]C(O)=O)[C:24]2=[N:25][CH:26]=[CH:27][CH:28]=[C:23]2[N:22]=1>C1C=CC=CC=1>[CH3:14][C:11]([O:10][C:6](=[O:5])[CH2:30][N:29]1[C:24]2=[N:25][CH:26]=[CH:27][CH:28]=[C:23]2[N:22]=[C:21]1[C:16]1[CH:17]=[CH:18][CH:19]=[CH:20][N:15]=1)([CH3:12])[CH3:13]. Procedure details: Under a nitrogen atmosphere, N,N-dimethylformamide-di-tert-butyl acetal (8.12 g, 0.040 mole) was added dropwise over a 20-minute period to a stirred, refluxing suspension of 2-(2-pyridyl)-3H-imidazo[4,5-b]pyridine-3-acetic acid (2.54 g, 0.010 mole) in anhydrous benzene (50 ml). The resulting solution was refluxed for 1 hour and allowed to cool to room temperature. The reaction mixture was washed with 10% potassium carbonate solution (2×25 ml), water (25 ml), dried over sodium sulfate and concent... The reactants are CC(=O)CC1=CC=CC=C1 (benzyl methyl ketone), C(C)C1C(CC(C(C(OC(C2CCCCN2C(C(C2(C(CC(C(C(CC(CC(=C1)C)C)OC)O2)OC)C)O)=O)=O)=O)C(=CC2CC(C(CC2)=O)OC)C)C)O[Si](C)(C)C(C)(C)C)=O (17-Ethyl-1-hydroxy-12-[2'-(4"-oxo-3"-methoxycyclohexyl)-1'-methylvinyl]-14-t-butyldimethylsilyloxy-23,25-dimethoxy-13,19, 21,27-tetramethyl-11,28-dioxa-4-azatricyclo[22.3.1.04,9 ]octacos 18-ene-2,3,10,16-tetraone), solution, CC=1C(=C([SiH]([SiH-](C1)(C)C)C)C)C.[Na+] (sodium hexamethyldisilamide), solution. Reagents/catalysts: [Cl-].C(C)(C)O[Ti+](OC(C)C)OC(C)C (triisopropoxytitanium chloride). Run in C1CCOC1 (THF), O1CCCC1 (tetrahydrofuran), O1CCCC1 (tetrahydrofuran), ClCCl (dichloromethane). Reaction conditions: temperature -78 celsius, time 5 minute. Yields the product C(C)C1C(CC(C(C(OC(C2CCCCN2C(C(C2(C(CC(C(C(CC(CC(=C1)C)C)OC)O2)OC)C)O)=O)=O)=O)C(=CC2CC(C(CC2)(C(C(C)=O)C2=CC=CC=C2)O)OC)C)C)O[Si](C)(C)C(C)(C)C)=O (17-Ethyl-1-hydroxy-12-[2'-(4"-hydroxy-4"-[1-phenyl-2-oxopropyl]-3"-methoxycyclohexyl)-1'-methylvinyl]-14-tert-butyldimethylsilyloxy-23,25-dimethoxy-13,19,21,27-tetramethyl-11,28-dioxa-4-azatricyclo[22.3.1.04,9 ]octacos-18-ene-2,3,10,16-tetraone). The yield is 60.7%. As a reaction SMILES: CC1C(C)=C(C)[SiH](C)[SiH-](C)(C)C=1.[Na+].[CH3:14][C:15]([CH2:17][C:18]1[CH:23]=[CH:22][CH:21]=[CH:20][CH:19]=1)=[O:16].[CH2:24]([CH:26]1[CH:52]=[C:51]([CH3:53])[CH2:50][CH:49]([CH3:54])[CH2:48][CH:47]([O:55][CH3:56])[CH:46]2[O:57][C:42]([OH:61])([CH:43]([CH3:60])[CH2:44][CH:45]2[O:58][CH3:59])[C:41](=[O:62])[C:40](=[O:63])[N:39]2[CH:34]([CH2:35][CH2:36][CH2:37][CH2:38]2)[C:33](=[O:64])[O:32][CH:31]([C:65]([CH3:76])=[CH:66][CH:67]2[CH2:72][CH2:71][C:70](=[O:73])[CH:69]([O:74][CH3:75])[CH2:68]2)[CH:30]([CH3:77])[CH:29]([O:78][Si:79]([C:82]([CH3:85])([CH3:84])[CH3:83])([CH3:81])[CH3:80])[CH2:28][C:27]1=[O:86])[CH3:25]>O1CCCC1.ClCCl.[Cl-].C(O[Ti+](OC(C)C)OC(C)C)(C)C>[CH2:24]([CH:26]1[CH:52]=[C:51]([CH3:53])[CH2:50][CH:49]([CH3:54])[CH2:48][CH:47]([O:55][CH3:56])[CH:46]2[O:57][C:42]([OH:61])([CH:43]([CH3:60])[CH2:44][CH:45]2[O:58][CH3:59])[C:41](=[O:62])[C:40](=[O:63])[N:39]2[CH:34]([CH2:35][CH2:36][CH2:37][CH2:38]2)[C:33](=[O:64])[O:32][CH:31]([C:65]([CH3:76])=[CH:66][CH:67]2[CH2:72][CH2:71][C:70]([OH:73])([CH:17]([C:18]3[CH:23]=[CH:22][CH:21]=[CH:20][CH:19]=3)[C:15](=[O:16])[CH3:14])[CH:69]([O:74][CH3:75])[CH2:68]2)[CH:30]([CH3:77])[CH:29]([O:78][Si:79]([C:82]([CH3:83])([CH3:84])[CH3:85])([CH3:81])[CH3:80])[CH2:28][C:27]1=[O:86])[CH3:25] |f:0.1,6.7|. Procedure: A solution of 20 mL of a 1.0M solution of sodium hexamethyldisilamide in tetrahydrofuran was cooled to -78° C. in an ice bath under nitrogen. Then a solution of 3.0 g (20 mmole) of benzyl methyl ketone in 10 mL of dry THF was cooled to -78° C. and added dropwise by canula to the first solution. After 5 min., 20 mL of a 1M solution of triisopropoxytitanium chloride in dichloromethane was added and the solution grew deep orange. After 10 min., a pre-cooled (-78° C.) solution of 4.5 g (5 mmole) of ... Reactants: CN1N=C(C=C1CCCO)C1=CC=C(C=C1)C(F)(F)F (3-[2-methyl-5-(4-trifluoromethyl-phenyl)-2H-pyrazol-3-yl]-propan-1-ol), CN(C(=O)N=NC(=O)N(C)C)C (N,N,N′,N′-tetramethyl azodicarboxamide), C(CCC)P(CCCC)CCCC (tributylphosphine), C(C)OC(CN1C=CC2=CC=C(C=C12)O)=O ((6-hydroxy-indol-1-yl)-acetic acid ethyl ester). Product: C(C)OC(CN1C=CC2=CC=C(C=C12)OCCCC=1N(N=C(C1)C1=CC=C(C=C1)C(F)(F)F)C)=O ((6-{3-[2-methyl-5-(4-trifluoromethyl-phenyl)-2H-pyrazol-3-yl]-propoxy}-indol-1-yl)-acetic acid ethyl ester). Reaction SMILES: [CH2:1]([O:3][C:4](=[O:16])[CH2:5][N:6]1[C:14]2[C:9](=[CH:10][CH:11]=[C:12]([OH:15])[CH:13]=2)[CH:8]=[CH:7]1)[CH3:2].[CH3:17][N:18]1[C:22]([CH2:23][CH2:24][CH2:25]O)=[CH:21][C:20]([C:27]2[CH:32]=[CH:31][C:30]([C:33]([F:36])([F:35])[F:34])=[CH:29][CH:28]=2)=[N:19]1.CN(C)C(N=NC(N(C)C)=O)=O.C(P(CCCC)CCCC)CCC>>[CH2:1]([O:3][C:4](=[O:16])[CH2:5][N:6]1[C:14]2[C:9](=[CH:10][CH:11]=[C:12]([O:15][CH2:25][CH2:24][CH2:23][C:22]3[N:18]([CH3:17])[N:19]=[C:20]([C:27]4[CH:32]=[CH:31][C:30]([C:33]([F:35])([F:36])[F:34])=[CH:29][CH:28]=4)[CH:21]=3)[CH:13]=2)[CH:8]=[CH:7]1)[CH3:2]. Procedure: In analogy to the procedure described for example 3 c], (6-hydroxy-indol-1-yl)-acetic acid ethyl ester (example 2 e]) was reacted with 3-[2-methyl-5-(4-trifluoromethyl-phenyl)-2H-pyrazol-3-yl]-propan-1-ol in the presence of N,N,N′,N′-tetramethyl azodicarboxamide and tributylphosphine to give (6-{3-[2-methyl-5-(4-trifluoromethyl-phenyl)-2H-pyrazol-3-yl]-propoxy}-indol-1-yl)-acetic acid ethyl ester as colorless oil. The reactants are C1(=CC=CC=C1)B(O)O (Phenylboronic acid), C(CCCCCCCCCCCCC)(=O)O (myristic acid), N1=C(C=CC=C1C)C (2,6-lutidine), C(C)OC(=O)C=1NC2=CC=CC=C2C1.NC1=CC=C(CN2C=C(C3=CC=CC=C23)C2=CC=CC=C2)C=C1 (1-(4-amino-benzyl)-3-phenyl-1H-indole indolecarboxylic acid ethyl ester), O.[OH-].[Li+] (lithium hydroxide monohydrate). The reagents and catalysts are CC(=O)[O-].CC(=O)[O-].[Cu+2] (Cu(OAc)2). The solvent is C1(=CC=CC=C1)C (toluene), C1CCOC1.CO.O (THF MeOH water), C(C)(=O)OCC (ethyl acetate). Run at time 24 hour. The product is N(C1=CC=CC=C1)C1=CC=C(CN2C(=C(C3=CC=CC=C23)C2=CC=CC=C2)C(=O)O)C=C1 (1-(4-anilinobenzyl)-3-phenyl-1H-indole-2-carboxylic acid). As a reaction SMILES: [C:1]1(B(O)O)[CH:6]=[CH:5][CH:4]=[CH:3][CH:2]=1.[C:10]([OH:25])(=[O:24])CCCCCCCCCCCCC.N1C(C)=CC=CC=1C.C(OC(C1NC2C(C=1)=CC=CC=2)=O)C.[NH2:48][C:49]1[CH:70]=[CH:69][C:52]([CH2:53][N:54]2[C:62]3[C:57](=[CH:58][CH:59]=[CH:60][CH:61]=3)[C:56]([C:63]3[CH:68]=[CH:67][CH:66]=[CH:65][CH:64]=3)=[CH:55]2)=[CH:51][CH:50]=1.O.[OH-].[Li+]>C(OCC)(=O)C.C1COCC1.CO.O.CC([O-])=O.CC([O-])=O.[Cu+2].C1(C)C=CC=CC=1>[NH:48]([C:49]1[CH:50]=[CH:51][C:52]([CH2:53][N:54]2[C:62]3[C:57](=[CH:58][CH:59]=[CH:60][CH:61]=3)[C:56]([C:63]3[CH:64]=[CH:65][CH:66]=[CH:67][CH:68]=3)=[C:55]2[C:10]([OH:25])=[O:24])=[CH:69][CH:70]=1)[C:1]1[CH:6]=[CH:5][CH:4]=[CH:3][CH:2]=1 |f:3.4,5.6.7,9.10.11,12.13.14|. Reported procedure: Phenylboronic acid (0.16 g, 0.81 mmol), Cu(OAc)2 (0.049 g, 0.27 mmol), and myristic acid (0.037 g, 0.16 mmol) were combined in a 100-mL round-bottom flask with a large stir bar. A rubber septum was attached, and dry toluene (2 mL), 2,6-lutidine (0.066 mL, 0.57 mmol), and 1-(4-amino-benzyl)-3-phenyl-1H-indole indolecarboxylic acid ethyl ester (0.20 g, 0.54 mmol) were successively added. The resulting mixture was stirred at a high rate for 24 h, diluted with ethyl acetate (10 mL), filtered through... Reactants: NC1=CC=C2C=CC=NC2=C1 (7-aminoquinoline), CN(S(=O)(=O)C=1C=C(C=CC1)C1=CC=C(C=C1)C(=O)O)C (3′-dimethylsulfamoyl-1,1′-biphenyl-4-carboxylic acid). Yields the product CN(S(=O)(=O)C=1C=C(C=CC1)C1=CC=C(C=C1)C(=O)NC1=CC=C2C=CC=NC2=C1)C (3′-Dimethylsulfamoyl-N-quinolin-7-yl-1,1′-biphenyl-4-carboxamide). Reaction SMILES: [NH2:1][C:2]1[CH:11]=[C:10]2[C:5]([CH:6]=[CH:7][CH:8]=[N:9]2)=[CH:4][CH:3]=1.[CH3:12][N:13]([CH3:32])[S:14]([C:17]1[CH:18]=[C:19]([C:23]2[CH:28]=[CH:27][C:26]([C:29](O)=[O:30])=[CH:25][CH:24]=2)[CH:20]=[CH:21][CH:22]=1)(=[O:16])=[O:15]>>[CH3:12][N:13]([CH3:32])[S:14]([C:17]1[CH:18]=[C:19]([C:23]2[CH:28]=[CH:27][C:26]([C:29]([NH:1][C:2]3[CH:11]=[C:10]4[C:5]([CH:6]=[CH:7][CH:8]=[N:9]4)=[CH:4][CH:3]=3)=[O:30])=[CH:25][CH:24]=2)[CH:20]=[CH:21][CH:22]=1)(=[O:15])=[O:16]. Procedure: Using the procedure outlined in Example 56, the title compound was prepared from 7-aminoquinoline (D55) (18 mg, 0.13 mmol) and 3′-dimethylsulfamoyl-1,1′-biphenyl-4-carboxylic acid (D68) (45 mg, 0.15 mmol) as a yellow oil. MS(ES): MH+ 432, M-H+ 430